This data is from the Open Reaction Database (ORD), a public repository of structured organic reaction records. The task is: describe an organic reaction: reactants, conditions, products, and yield Reactants: ClC1=C(C=CC=C1)C1=C(C(NC2=NC=CC=C12)=O)C(=O)OCC (ethyl 4-(2-chlorophenyl)-1,2-dihydro-2-oxo-1,8-naphthyridine-3-carboxylate), [H-].[Na+] (sodium hydride), O (water), CI (methyl iodide). Run in CN(C=O)C (N,N-dimethylformamide). Reaction conditions: time 0.5 hour. Yields the product CN1C(C(=C(C2=CC=CN=C12)C1=C(C=CC=C1)Cl)C(=O)OCC)=O (ethyl 1-methyl-4-(2-chlorophenyl)-1,2-dihydro-2-oxo-1,8-naphthyridine-3-carboxylate). Isolated yield 97.8%. As a reaction SMILES: [Cl:1][C:2]1[CH:7]=[CH:6][CH:5]=[CH:4][C:3]=1[C:8]1[C:17]2[C:12](=[N:13][CH:14]=[CH:15][CH:16]=2)[NH:11][C:10](=[O:18])[C:9]=1[C:19]([O:21][CH2:22][CH3:23])=[O:20].[H-].[Na+].[CH3:26]I.O>CN(C)C=O>[CH3:26][N:11]1[C:12]2[C:17](=[CH:16][CH:15]=[CH:14][N:13]=2)[C:8]([C:3]2[CH:4]=[CH:5][CH:6]=[CH:7][C:2]=2[Cl:1])=[C:9]([C:19]([O:21][CH2:22][CH3:23])=[O:20])[C:10]1=[O:18] |f:1.2|. Reported procedure: To a solution of ethyl 4-(2-chlorophenyl)-1,2-dihydro-2-oxo-1,8-naphthyridine-3-carboxylate (4.50 g, 13.7 mmol) in N,N-dimethylformamide (50 ml) was added sodium hydride (60% oily, 547 mg, 13.7 mg) at room temperature, and the mixture was stirred for 0.5 hour. To the mixture was added methyl iodide (1.9 g, 13.7 mmol) at 0° C. to 5° C., and the mixture was stirred at the same temperature for 0.5 hour, and then stirred at room temperature for five hours. The mixture was poured into water, and extr... Starting materials: CS(=O)(=O)O.C(C1=CC=CC=C1)OC(=O)NCC1=CC=C(C(=O)OC2=C(C=C(C=C2)C(N)=N)OC)C=C1 (4-amidino-2-methoxyphenyl 4-benzyloxycarbonylaminomethylbenzoate methanesulfonate), Br (hydrogen bromide), C1(=CC=CC=C1)OC (anisole). The solvent is C(C)(=O)O (acetic acid), C(C)(=O)O (acetic acid). Reaction conditions: time 8 hour. Product: NCC1=CC=C(C(=O)OC2=C(C=C(C=C2)C(N)=N)OC)C=C1 (4-amidino-2-methoxyphenyl 4-aminomethylbenzoate). The yield is 129.7%. Reaction SMILES: CS(O)(=O)=O.C(OC([NH:16][CH2:17][C:18]1[CH:37]=[CH:36][C:21]([C:22]([O:24][C:25]2[CH:30]=[CH:29][C:28]([C:31](=[NH:33])[NH2:32])=[CH:27][C:26]=2[O:34][CH3:35])=[O:23])=[CH:20][CH:19]=1)=O)C1C=CC=CC=1.C1(OC)C=CC=CC=1.Br>C(O)(=O)C>[NH2:16][CH2:17][C:18]1[CH:19]=[CH:20][C:21]([C:22]([O:24][C:25]2[CH:30]=[CH:29][C:28]([C:31](=[NH:32])[NH2:33])=[CH:27][C:26]=2[O:34][CH3:35])=[O:23])=[CH:36][CH:37]=1 |f:0.1|. Procedure details: To 1.5 g of 4-amidino-2-methoxyphenyl 4-benzyloxycarbonylaminomethylbenzoate methanesulfonate, was added 15 ml of acetic acid followed by 1 ml of anisole. To the mixture, while being cooled in ice, was added 3.0 ml of an acetic acid solution containing 30% of hydrogen bromide. The mixture was then stirred overnight at room temperature. The insoluble substance precipitated from the reaction mixture was collected by filtration and recrystallization from a methanol-ethyl ether mixture to obtain 1.1... The reactants are CC(C)(C)OOO, Cc1ccccc1, CCOC(=O)C1(F)C2C=CC(=O)C21, O. Product: CCOC(=O)C1(F)C2C(=O)C3OC3C21. Reaction SMILES: [C:21]([CH3:24])([O:25][O:22][OH:23])([CH3:26])[CH3:27].[CH3:14][c:15]1[cH:16][cH:17][cH:18][cH:19][cH:20]1.[F:1][C:2]1([C:9](=[O:10])[O:11][CH2:12][CH3:13])[CH:3]2[CH:4]=[CH:5][C:6](=[O:8])[CH:7]12.[OH2:28]>>[F:1][C:2]1([C:9](=[O:10])[O:11][CH2:12][CH3:13])[CH:3]2[CH:4]3[CH:5]([C:6](=[O:8])[CH:7]12)[O:25]3. Reactants: COc1cc(Oc2ccc3[nH]c(N)c(C#N)c3c2)cc(OC)c1OC, C[Si](C)(C)I, ClCCl, [Na+], [Na+], O=S([O-])([O-])=S. Yields the product COc1cc(Oc2ccc3[nH]c(N)c(C#N)c3c2)cc(OC)c1O. As a reaction SMILES: [CH3:1][O:2][c:3]1[cH:4][c:5]([O:6][c:7]2[cH:8][c:9]3[c:10]([C:17]#[N:18])[c:11]([NH2:16])[nH:12][c:13]3[cH:14][cH:15]2)[cH:19][c:20]([O:24][CH3:25])[c:21]1[O:22][CH3:23].[CH3:26][Si:27]([I:28])([CH3:29])[CH3:30].[Cl:38][CH2:39][Cl:40].[Na+:31].[Na+:32].[O-:33][S:34]([O-:35])(=[S:36])=[O:37]>>[CH3:1][O:2][c:3]1[cH:4][c:5]([O:6][c:7]2[cH:8][c:9]3[c:10]([C:17]#[N:18])[c:11]([NH2:16])[nH:12][c:13]3[cH:14][cH:15]2)[cH:19][c:20]([O:24][CH3:25])[c:21]1[OH:22]. Starting materials: NC1=C(C2=C(S1)CCCC2)C(=O)C2=C(NC1=CC=CC=C21)C ((2-amino-4,5,6,7-tetrahydrobenzo[b]thiophen-3-yl)(2-methyl-1H-indol-3-yl)methanone), C(CCC(=O)C)(=O)OC (methyl levulinate), Cl[Si](C)(C)C (chlorotrimethylsilane). Run in CN(C)C=O (DMF). The product is COC(CC=1C(=C2C(=NC1C)SC1=C2CCCC1)C1=C(NC2=CC=CC=C12)C)=O (Methyl[2-methyl-4-(2-methyl-1H-indol-3-yl)-5,6,7,8-tetrahydro[1]benzothieno[2,3-b]pyridin-3-yl]acetate). The yield is 57.6%. As a reaction SMILES: [NH2:1][C:2]1[S:6][C:5]2[CH2:7][CH2:8][CH2:9][CH2:10][C:4]=2[C:3]=1[C:11]([C:13]1[C:21]2[C:16](=[CH:17][CH:18]=[CH:19][CH:20]=2)[NH:15][C:14]=1[CH3:22])=O.[C:23]([O:30][CH3:31])(=[O:29])[CH2:24][CH2:25][C:26]([CH3:28])=O.Cl[Si](C)(C)C>CN(C=O)C>[CH3:31][O:30][C:23](=[O:29])[CH2:24][C:25]1[C:11]([C:13]2[C:21]3[C:16](=[CH:17][CH:18]=[CH:19][CH:20]=3)[NH:15][C:14]=2[CH3:22])=[C:3]2[C:4]3[CH2:10][CH2:9][CH2:8][CH2:7][C:5]=3[S:6][C:2]2=[N:1][C:26]=1[CH3:28]. Reported procedure: This compound was prepared according to the procedure B from (2-amino-4,5,6,7-tetrahydrobenzo[b]thiophen-3-yl)(2-methyl-1H-indol-3-yl)methanone (0.310 g; 1 mmol), methyl levulinate (0.141 mL; 1.1 mmol), chlorotrimethylsilane (0.511 mL; 4 mmol) in DMF (4 mL) for 48 h. Purification by flash chromatography on silica gel using a gradient of ethyl acetate (5-70%) in heptane furnished 0.233 g (57%) of the title compound as a yellow solid.